This data is from the Open Reaction Database (ORD), a public repository of structured organic reaction records. The task is: describe an organic reaction: reactants, conditions, products, and yield Isolated yield 452.5%. Product: C(C)(C)(C)OC(=O)NC(C(=O)O)C1=CC(=CC=C1)C=1C=C2C(=NC1)N(N=C2C2=C(C=CC=C2)OC)COCC[Si](C)(C)C (tert-butoxycarbonylamino-{3-[3-(2-methoxy-phenyl)-1-(2-trimethylsilanylethoxymethyl)-1H-pyrazolo[3,4-b]pyridin-5-yl]-phenyl}-acetic acid). Reagents/catalysts: C1=CC=C(C=C1)[PH+](C2=CC=CC=C2)[C]3[CH][CH][CH][CH]3.C1=CC=C(C=C1)[PH+](C2=CC=CC=C2)[C]3[CH][CH][CH][CH]3.C(Cl)Cl.Cl[Pd]Cl.[Fe] (Dichloro[1,1′-bis(diphenylphoshino)ferrocene]palladium(II) dichloromethane adduct). Reactants: COC1=C(C=CC=C1)C1=NN(C2=NC=C(C=C21)B2OC(C(O2)(C)C)(C)C)COCC[Si](C)(C)C (3-(2-Methoxy-phenyl)-5-(4,4,5,5-tetramethyl-[1,3,2]dioxaborolan-2-yl)-1-(2-trimethylsilanyl-ethoxymethyl)-1H-pyrazolo[3,4-b]pyridine), Cl (hydrochloric acid), BrC=1C=C(C=CC1)C(C(=O)O)NC(=O)OC(C)(C)C ((3-bromo-phenyl)-tert-butoxycarbonylamino-acetic acid), C([O-])([O-])=O.[Na+].[Na+] (sodium carbonate). Reaction SMILES: [CH3:1][O:2][C:3]1[CH:8]=[CH:7][CH:6]=[CH:5][C:4]=1[C:9]1[C:17]2[C:12](=[N:13][CH:14]=[C:15](B3OC(C)(C)C(C)(C)O3)[CH:16]=2)[N:11]([CH2:27][O:28][CH2:29][CH2:30][Si:31]([CH3:34])([CH3:33])[CH3:32])[N:10]=1.Br[C:36]1[CH:37]=[C:38]([CH:42]([NH:46][C:47]([O:49][C:50]([CH3:53])([CH3:52])[CH3:51])=[O:48])[C:43]([OH:45])=[O:44])[CH:39]=[CH:40][CH:41]=1.C(=O)([O-])[O-].[Na+].[Na+].Cl>C1C=CC([PH+]([C]2[CH][CH][CH][CH]2)C2C=CC=CC=2)=CC=1.C1C=CC([PH+]([C]2[CH][CH][CH][CH]2)C2C=CC=CC=2)=CC=1.C(Cl)Cl.Cl[Pd]Cl.[Fe].C(#N)C.C1COCC1>[C:50]([O:49][C:47]([NH:46][CH:42]([C:38]1[CH:39]=[CH:40][CH:41]=[C:36]([C:15]2[CH:16]=[C:17]3[C:9]([C:4]4[CH:5]=[CH:6][CH:7]=[CH:8][C:3]=4[O:2][CH3:1])=[N:10][N:11]([CH2:27][O:28][CH2:29][CH2:30][Si:31]([CH3:33])([CH3:34])[CH3:32])[C:12]3=[N:13][CH:14]=2)[CH:37]=1)[C:43]([OH:45])=[O:44])=[O:48])([CH3:53])([CH3:51])[CH3:52] |f:2.3.4,6.7.8.9.10,^1:65,66,67,68,69,83,84,85,86,87|. Procedure: To a mixture of 3-(2-Methoxy-phenyl)-5-(4,4,5,5-tetramethyl-[1,3,2]dioxaborolan-2-yl)-1-(2-trimethylsilanyl-ethoxymethyl)-1H-pyrazolo[3,4-b]pyridine (0.9 g, 0.19 mmol) and the crude (3-bromo-phenyl)-tert-butoxycarbonylamino-acetic acid (0.69 g, 2.1 mmol) in a 20 mL microwave reaction flask was added THF (6 mL), acetonitrile (6 mL), and sodium carbonate (1 N in water, 6 mL, 6 mmol). The resulting suspension was purged with nitrogen for 1 minute. Dichloro[1,1′-bis(diphenylphoshino)ferrocene]pallad... Solvent: C(C)#N (acetonitrile), C1CCOC1 (THF).